From a dataset of the Open Reaction Database (ORD), a public repository of structured organic reaction records. describe an organic reaction: reactants, conditions, products, and yield The reactants are NC1=CC=C(C=C1)[C@H]1[C@@H](C1)C(=O)O ((1R,2R)-2-(4-aminophenyl)cyclopropane carboxylic acid), BrCC=1C=C(C=CC1)C(=O)C1=CC=CC=C1 ([3-(bromomethyl)phenyl](phenyl)methanone), C(C1=CC=CC=C1)(=O)C=1C=C(CNC2=CC=C(C=C2)CCC(=O)O)C=CC1 (3-{4-[(3-Benzoylbenzyl)amino]phenyl}propanoic acid). Yields the product C(C1=CC=CC=C1)(=O)C=1C=C(CNC2=CC=C(C=C2)[C@H]2[C@@H](C2)C(=O)O)C=CC1 ((1R,2R)-2-{4-[(3-Benzoylbenzyl)amino]phenyl}cyclopropane carboxylic acid). Yield: 39.0%. As a reaction SMILES: [NH2:1][C:2]1[CH:7]=[CH:6][C:5]([C@@H:8]2[CH2:10][C@H:9]2[C:11]([OH:13])=[O:12])=[CH:4][CH:3]=1.Br[CH2:15][C:16]1[CH:17]=[C:18]([C:22]([C:24]2[CH:29]=[CH:28][CH:27]=[CH:26][CH:25]=2)=[O:23])[CH:19]=[CH:20][CH:21]=1.C(C1C=C(C=CC=1)CNC1C=CC(CCC(O)=O)=CC=1)(=O)C1C=CC=CC=1>>[C:22]([C:18]1[CH:17]=[C:16]([CH:21]=[CH:20][CH:19]=1)[CH2:15][NH:1][C:2]1[CH:3]=[CH:4][C:5]([C@@H:8]2[CH2:10][C@H:9]2[C:11]([OH:13])=[O:12])=[CH:6][CH:7]=1)(=[O:23])[C:24]1[CH:25]=[CH:26][CH:27]=[CH:28][CH:29]=1. Procedure: It was prepared from (1R,2R)-2-(4-aminophenyl)cyclopropane carboxylic acid (0.7 g, 3.9 mmol) and [3-(bromomethyl)phenyl](phenyl)methanone (0.9 g, 3.2 mmol) by following the procedure described in Scheme 2 for Intermediate 5. (0.5 g, Yield: 39%). MS (ESI, 120 eV): m/z=372.0 (M+H)+. Starting materials: BrB(Br)Br, COc1ccc2c(c1)NCCC2=O, ClCCl, [Na+], [OH-], O. The product is O=C1CCNc2cc(O)ccc21. Reaction SMILES: [B:14]([Br:15])([Br:16])[Br:17].[CH3:1][O:2][c:3]1[cH:4][cH:5][c:6]2[c:11]([cH:12]1)[NH:10][CH2:9][CH2:8][C:7]2=[O:13].[Cl:21][CH2:22][Cl:23].[Na+:20].[OH-:19].[OH2:18]>>[OH:2][c:3]1[cH:4][cH:5][c:6]2[c:11]([cH:12]1)[NH:10][CH2:9][CH2:8][C:7]2=[O:13]. The reactants are CC(=O)O, CCOC(=O)c1cn(C)c2nc3cc(Cl)c(F)cc3cc2c1=O, Cl. Yields the product Cn1cc(C(=O)O)c(=O)c2cc3cc(F)c(Cl)cc3nc21. RXN SMILES: [CH3:25][C:26](=[O:27])[OH:28].[Cl:1][c:2]1[c:3]([F:23])[cH:4][c:5]2[c:6]([n:7][c:8]3[n:9]([CH3:21])[cH:10][c:11]([C:16](=[O:17])[O:18][CH2:19][CH3:20])[c:12](=[O:15])[c:13]3[cH:14]2)[cH:22]1.[ClH:24]>>[Cl:1][c:2]1[c:3]([F:23])[cH:4][c:5]2[c:6]([n:7][c:8]3[n:9]([CH3:21])[cH:10][c:11]([C:16](=[O:17])[OH:18])[c:12](=[O:15])[c:13]3[cH:14]2)[cH:22]1. The reactants are ClC1=CC=NC2=CC(=CC=C12)Cl (4,7-dichloroquinoline), ClC1=CC(=C(N)C=C1O)F (4-chloro-2-fluoro-5-hydroxyaniline). The solvent is CC(CCC)O (2-pentanol). The product is ClC1=CC=C2C(=CC=NC2=C1)NC1=C(C=C(C(=C1)O)Cl)F (7-chloro-4-(4-chloro-2-fluoro-5-hydroxyanilino)quinoline). Yield: 79.8%. RXN SMILES: Cl[C:2]1[C:11]2[C:6](=[CH:7][C:8]([Cl:12])=[CH:9][CH:10]=2)[N:5]=[CH:4][CH:3]=1.[Cl:13][C:14]1[C:20]([OH:21])=[CH:19][C:17]([NH2:18])=[C:16]([F:22])[CH:15]=1>CC(O)CCC>[Cl:12][C:8]1[CH:7]=[C:6]2[C:11]([C:2]([NH:18][C:17]3[CH:19]=[C:20]([OH:21])[C:14]([Cl:13])=[CH:15][C:16]=3[F:22])=[CH:3][CH:4]=[N:5]2)=[CH:10][CH:9]=1. Reported procedure: Using an analogous procedure to that described for Example 15, 4,7-dichloroquinoline (198 mg, 1 mmol) was reacted with 4-chloro-2-fluoro-5-hydroxyaniline (194 mg, 1.2 mmol), (as described in EP 61741 A2), in 2-pentanol (5 ml) to give 7-chloro-4-(4-chloro-2-fluoro-5-hydroxyanilino)quinoline (258 mg, 72%). Starting materials: CC(=O)Nc1nnc(S(N)(=O)=O)s1, Cl, [K+], [OH-]. The product is Nc1nnc(S(N)(=O)=O)s1. RXN SMILES: [CH3:1][C:2](=[O:3])[NH:4][c:5]1[n:6][n:7][c:8]([S:10]([NH2:11])(=[O:12])=[O:13])[s:9]1.[ClH:16].[K+:15].[OH-:14]>>[NH2:4][c:5]1[n:6][n:7][c:8]([S:10]([NH2:11])(=[O:12])=[O:13])[s:9]1. The reactants are O=C([O-])[O-], CN(C)C=O, CCOC(C)=O, [Cs+], [Cs+], O=c1[nH]ccn1-c1ccc(OC(F)(F)C(F)F)cc1, CC1OC1(Cn1cncn1)c1ccc(F)cc1. Product: CC(n1ccn(-c2ccc(OC(F)(F)C(F)F)cc2)c1=O)C(O)(Cn1cncn1)c1ccc(F)cc1. As a reaction SMILES: [C:37](=[O:38])([O-:39])[O-:40].[CH3:43][N:44]([CH3:45])[CH:46]=[O:47].[CH3:48][CH2:49][O:50][C:51](=[O:52])[CH3:53].[Cs+:41].[Cs+:42].[F:18][C:19]([CH:20]([F:21])[F:22])([O:23][c:24]1[cH:25][cH:26][c:27](-[n:30]2[c:31](=[O:35])[nH:32][cH:33][cH:34]2)[cH:28][cH:29]1)[F:36].[F:1][c:2]1[cH:3][cH:4][c:5]([C:8]2([CH2:12][n:13]3[n:14][cH:15][n:16][cH:17]3)[O:9][CH:10]2[CH3:11])[cH:6][cH:7]1>>[F:1][c:2]1[cH:3][cH:4][c:5]([C:8]([OH:9])([CH:10]([CH3:11])[n:32]2[c:31](=[O:35])[n:30](-[c:27]3[cH:26][cH:25][c:24]([O:23][C:19]([F:18])([CH:20]([F:21])[F:22])[F:36])[cH:29][cH:28]3)[cH:34][cH:33]2)[CH2:12][n:13]2[n:14][cH:15][n:16][cH:17]2)[cH:6][cH:7]1.